This data is from the Open Reaction Database (ORD), a public repository of structured organic reaction records. The task is: describe an organic reaction: reactants, conditions, products, and yield Starting materials: CC(C)[Si](C(C)C)(C(C)C)n1cc(Cc2ccc(NCc3ccccc3)nc2)c2cccnc21, CCCC[N+](CCCC)(CCCC)CCCC, [F-], C1CCOC1, O. Yields the product c1ccc(CNc2ccc(Cc3c[nH]c4ncccc34)cn2)cc1. Reaction SMILES: [CH2:1]([c:2]1[cH:3][cH:4][cH:5][cH:6][cH:7]1)[NH:8][c:9]1[n:10][cH:11][c:12]([CH2:15][c:16]2[cH:17][n:18]([Si:25]([CH:26]([CH3:27])[CH3:28])([CH:29]([CH3:30])[CH3:31])[CH:32]([CH3:33])[CH3:34])[c:19]3[n:20][cH:21][cH:22][cH:23][c:24]23)[cH:13][cH:14]1.[CH2:41]([N+:42]([CH2:43][CH2:44][CH2:45][CH3:46])([CH2:47][CH2:48][CH2:49][CH3:50])[CH2:51][CH2:52][CH2:53][CH3:54])[CH2:55][CH2:56][CH3:57].[F-:40].[O:35]1[CH2:36][CH2:37][CH2:38][CH2:39]1.[OH2:58]>>[CH2:1]([c:2]1[cH:3][cH:4][cH:5][cH:6][cH:7]1)[NH:8][c:9]1[n:10][cH:11][c:12]([CH2:15][c:16]2[cH:17][nH:18][c:19]3[n:20][cH:21][cH:22][cH:23][c:24]23)[cH:13][cH:14]1. The reactants are CN, CCO, CN1CCCC(CCl)C1. The product is CNCC1CCCN(C)C1. As a reaction SMILES: [CH3:10][NH2:11].[CH3:12][CH2:13][OH:14].[Cl:1][CH2:2][CH:3]1[CH2:4][N:5]([CH3:9])[CH2:6][CH2:7][CH2:8]1>>[CH2:2]([CH:3]1[CH2:4][N:5]([CH3:9])[CH2:6][CH2:7][CH2:8]1)[NH:11][CH3:10]. Run in C(C)(=O)O (acetic acid). Procedure: Benzyloxycarbonyl-L-histidyl-L-prolineamide (500 mg) was dissolved in a solution containing methanol (10 ml), H2O (0.3 ml) and glacial acetic acid (0.3 ml). After adding palladium black catalyst (100 mg), the suspension was hydrogenated under 40 pounds of pressure for 2 hours. The catalyst was then filtered and the resultant solution was heated in boiling water for 30 minutes, then dried in vacuo. After dissolving the product in water, it was purified by passage through a column (2×5 cm) of diet... Product: O=C1C(NCCN1)=O.N[C@@H](CC1=CNC=N1)C(=O)N1[C@H](C(=O)O)CCC1 (L-histidyl-L-proline diketopiperazine). The reactants are CO (methanol), O (H2O), C(C1=CC=CC=C1)OC(=O)N[C@@H](CC1=CNC=N1)C(=O)N1[C@H](C(=O)N)CCC1 (Benzyloxycarbonyl-L-histidyl-L-prolineamide). RXN SMILES: C(OC([NH:11][C@H:12]([C:19]([N:21]1[CH2:28][CH2:27][CH2:26][C@H:22]1[C:23]([NH2:25])=[O:24])=[O:20])[CH2:13][C:14]1[N:18]=[CH:17][NH:16][CH:15]=1)=O)C1C=CC=CC=1.C[OH:30].O>[Pd].C(O)(=O)C>[O:24]=[C:23]1[NH:25][CH2:27][CH2:28][NH:21][C:22]1=[O:30].[NH2:11][C@H:12]([C:19]([N:21]1[CH2:28][CH2:27][CH2:26][C@H:22]1[C:23]([OH:24])=[O:30])=[O:20])[CH2:13][C:14]1[N:18]=[CH:17][NH:16][CH:15]=1 |f:5.6|. Reaction conditions: time 2 hour. The reagents and catalysts are [Pd] (palladium black). The reactants are NC1=C2NC(N(C2=NC(=N1)OCCCC)CCCN(C(CCC(=O)OC(C)(C)C)=O)CC1=CC(=CC=C1)CC(=O)OC)=O (tert-Butyl 4-{[3-(6-amino-2-butoxy-8-oxo-7,8-dihydro-9H-purin-9-yl)propyl][3-(2-methoxy-2-oxoethyl)benzyl]amino}-4-oxobutanoate), C(=O)(C(F)(F)F)O (TFA). Solvent: C(Cl)Cl (DCM). Reaction conditions: time 2 hour. Product: NC1=C2NC(N(C2=NC(=N1)OCCCC)CCCN(C(CCC(=O)O)=O)CC1=CC(=CC=C1)CC(=O)OC)=O (4-{[3-(6-Amino-2-butoxy-8-oxo-7,8-dihydro-9H-purin-9-yl)propyl][3-(2-methoxy-2-oxoethyl)benzyl]amino}-4-oxobutanoic acid). Reaction SMILES: [NH2:1][C:2]1[N:10]=[C:9]([O:11][CH2:12][CH2:13][CH2:14][CH3:15])[N:8]=[C:7]2[C:3]=1[NH:4][C:5](=[O:43])[N:6]2[CH2:16][CH2:17][CH2:18][N:19]([CH2:31][C:32]1[CH:37]=[CH:36][CH:35]=[C:34]([CH2:38][C:39]([O:41][CH3:42])=[O:40])[CH:33]=1)[C:20](=[O:30])[CH2:21][CH2:22][C:23]([O:25]C(C)(C)C)=[O:24].C(O)(C(F)(F)F)=O>C(Cl)Cl>[NH2:1][C:2]1[N:10]=[C:9]([O:11][CH2:12][CH2:13][CH2:14][CH3:15])[N:8]=[C:7]2[C:3]=1[NH:4][C:5](=[O:43])[N:6]2[CH2:16][CH2:17][CH2:18][N:19]([CH2:31][C:32]1[CH:37]=[CH:36][CH:35]=[C:34]([CH2:38][C:39]([O:41][CH3:42])=[O:40])[CH:33]=1)[C:20](=[O:30])[CH2:21][CH2:22][C:23]([OH:25])=[O:24]. Procedure: The product from example 18 (140 mg) was dissolved in DCM (1 ml) and TFA (0.2 ml) added. The mixture was stirred at rt for 2 h. The solution was washed with saturated aqueous NaHCO3 solution and dried. The mixture was purified by RPHPLC, which afforded the title compound. Yield 80 mg. Starting materials: ClCCl, Cc1ncccc1CO, O=S(Cl)Cl. Yields the product Cc1ncccc1CCl. Reaction SMILES: [Cl:14][CH2:15][Cl:16].[OH:1][CH2:2][c:3]1[c:4]([CH3:9])[n:5][cH:6][cH:7][cH:8]1.[S:10]([Cl:11])([Cl:12])=[O:13]>>[CH2:2]([c:3]1[c:4]([CH3:9])[n:5][cH:6][cH:7][cH:8]1)[Cl:12]. Procedure: A solution of (17) (0.058 g, 0.14 mmol) in trifluoroacetic acid (2 mL) was capped with a drying tube and stirred at 25° C. for 12 h. The reaction mixture was evaporated to a light brown oily residue (0.077 g, quantitative yield); 1H NMR (DMSO) δ 11.8 (br s, 1H), 9.07 & 8.95 (br s, 2H), 8.20 (d, 1H, J=7.8), 7.82 (t, 1H, J=7.8), 7.68 (d, 3H, J=8.5), 7.42 (t, 1H, J=7.4), 6.65 (d, 2H, J=8.8), 4.47 (d, 2H, J=13.2), 3.73 (m, 1H), 3.42 (t, 2H, J=11.3), 2.07 (d, 2H, J=10.7), 1.50 (m, 2H); 13C NMR (DMSO)... The solvent is FC(C(=O)O)(F)F (trifluoroacetic acid). Starting materials: C(C)(C)(C)OC(C1=CC=C(C=C1)NC1CCN(CC1)C1=NC2=CC=CC=C2C(=N1)N)=O (4-[1-(4-Aminoquinazolin-2-yl)piperidin-4-ylamino]benzoic acid tert-butyl ester). Run at temperature 25 celsius, time 12 hour. Isolated yield 151.3%. The product is NC1=NC(=NC2=CC=CC=C12)N1CCC(CC1)NC1=CC=C(C(=O)O)C=C1 (4-[1-(4-Aminoquinazolin-2-yl)piperidin-4-ylamino]benzoic acid). As a reaction SMILES: C([O:5][C:6](=[O:31])[C:7]1[CH:12]=[CH:11][C:10]([NH:13][CH:14]2[CH2:19][CH2:18][N:17]([C:20]3[N:29]=[C:28]([NH2:30])[C:27]4[C:22](=[CH:23][CH:24]=[CH:25][CH:26]=4)[N:21]=3)[CH2:16][CH2:15]2)=[CH:9][CH:8]=1)(C)(C)C>FC(F)(F)C(O)=O>[NH2:30][C:28]1[C:27]2[C:22](=[CH:23][CH:24]=[CH:25][CH:26]=2)[N:21]=[C:20]([N:17]2[CH2:18][CH2:19][CH:14]([NH:13][C:10]3[CH:11]=[CH:12][C:7]([C:6]([OH:31])=[O:5])=[CH:8][CH:9]=3)[CH2:15][CH2:16]2)[N:29]=1. Reactants: [Br-], O=C([O-])[O-], CC(C)(C)C(=O)CBr, CCCC[N+](CCCC)(CCCC)CCCC, CS(C)=O, [I-], [K+], [K+], [K+], CC(C)(C)OC(=O)c1cccc(NC(=O)NC2CN(C3CCCCC3)c3ccccc3NC2=O)c1. Product: CC(C)(C)OC(=O)c1cccc(NC(=O)NC2CN(C3CCCCC3)c3ccccc3N(CC(=O)C(C)(C)C)C2=O)c1. As a reaction SMILES: [Br-:52].[C:11](=[O:12])([O-:13])[O-:14].[C:1]([CH3:2])([CH3:3])([CH3:4])[C:5](=[O:6])[CH2:7][Br:8].[CH2:53]([N+:54]([CH2:55][CH2:56][CH2:57][CH3:58])([CH2:59][CH2:60][CH2:61][CH3:62])[CH2:63][CH2:64][CH2:65][CH3:66])[CH2:67][CH2:68][CH3:69].[CH3:70][S:71]([CH3:72])=[O:73].[I-:10].[K+:15].[K+:16].[K+:9].[O:17]=[C:18]1[CH:19]([NH:35][C:36](=[O:37])[NH:38][c:39]2[cH:40][c:41]([C:45](=[O:46])[O:47][C:48]([CH3:49])([CH3:50])[CH3:51])[cH:42][cH:43][cH:44]2)[CH2:20][N:21]([CH:29]2[CH2:30][CH2:31][CH2:32][CH2:33][CH2:34]2)[c:22]2[c:23]([cH:25][cH:26][cH:27][cH:28]2)[NH:24]1>>[C:1]([CH3:2])([CH3:3])([CH3:4])[C:5](=[O:6])[CH2:7][N:24]1[C:18](=[O:17])[CH:19]([NH:35][C:36](=[O:37])[NH:38][c:39]2[cH:40][c:41]([C:45](=[O:46])[O:47][C:48]([CH3:49])([CH3:50])[CH3:51])[cH:42][cH:43][cH:44]2)[CH2:20][N:21]([CH:29]2[CH2:30][CH2:31][CH2:32][CH2:33][CH2:34]2)[c:22]2[c:23]1[cH:25][cH:26][cH:27][cH:28]2. The product is COC(=O)c1cn(-c2cc(C)nc3ccccc23)c2ccccc12. As a reaction SMILES: [C:26](=[O:27])([O-:28])[O-:29].[CH3:1][O:2][C:3](=[O:4])[c:5]1[cH:6][nH:7][c:8]2[cH:9][cH:10][cH:11][cH:12][c:13]12.[Cl:14][c:15]1[cH:16][c:17]([CH3:25])[n:18][c:19]2[cH:20][cH:21][cH:22][cH:23][c:24]12.[Cs+:30].[Cs+:31].[O:32]=[CH:33][N:34]([CH3:35])[CH3:36].[OH2:37]>>[CH3:1][O:2][C:3](=[O:4])[c:5]1[cH:6][n:7](-[c:15]2[cH:16][c:17]([CH3:25])[n:18][c:19]3[cH:20][cH:21][cH:22][cH:23][c:24]23)[c:8]2[cH:9][cH:10][cH:11][cH:12][c:13]12. Reactants: O=C([O-])[O-], COC(=O)c1c[nH]c2ccccc12, Cc1cc(Cl)c2ccccc2n1, [Cs+], [Cs+], CN(C)C=O, O. Starting materials: Cc1cc(N)ccc1Br, CC(C)(C)[O-], CS(C)=O, Cc1cccc([N+](=O)[O-])c1F, [K+]. Yields the product Cc1cc(Nc2c(C)cccc2[N+](=O)[O-])ccc1Br. RXN SMILES: [Br:12][c:13]1[c:14]([CH3:20])[cH:15][c:16]([NH2:17])[cH:18][cH:19]1.[C:21]([O-:22])([CH3:23])([CH3:24])[CH3:25].[CH3:27][S:28]([CH3:29])=[O:30].[F:1][c:2]1[c:3]([N+:9](=[O:10])[O-:11])[cH:4][cH:5][cH:6][c:7]1[CH3:8].[K+:26]>>[c:2]1([NH:17][c:16]2[cH:15][c:14]([CH3:20])[c:13]([Br:12])[cH:19][cH:18]2)[c:3]([N+:9](=[O:10])[O-:11])[cH:4][cH:5][cH:6][c:7]1[CH3:8]. Yield: 57.8%. The reactants are BrC1=CC(=C(C#N)C=C1)F (4-bromo-2-fluorobenzonitrile), C([O-])([O-])=O.[Cs+].[Cs+] (caesium carbonate), CC1(C2=CC=CC(=C2OC=2C(=CC=CC12)P(C1=CC=CC=C1)C1=CC=CC=C1)P(C1=CC=CC=C1)C1=CC=CC=C1)C ((9,9-dimethyl-9H-xanthene-4,5-diyl)bis(diphenylphosphane)), C1=CC=C(C=2C3=CC=CC=C3NC12)C=1C=CC(=NC1)C#N (5-(9H-carbazol-4-yl)pyridine-2-carbonitrile). Reagents/catalysts: C(C)(=O)[O-].[Pd+2].C(C)(=O)[O-] (palladium acetate). RXN SMILES: Br[C:2]1[CH:9]=[CH:8][C:5]([C:6]#[N:7])=[C:4]([F:10])[CH:3]=1.C(=O)([O-])[O-].[Cs+].[Cs+].CC1(C)C2C=CC=C(P(C3C=CC=CC=3)C3C=CC=CC=3)C=2OC2C1=CC=CC=2P(C1C=CC=CC=1)C1C=CC=CC=1.[CH:59]1[C:71]2[NH:70][C:69]3[C:64](=[CH:65][CH:66]=[CH:67][CH:68]=3)[C:63]=2[C:62]([C:72]2[CH:73]=[CH:74][C:75]([C:78]#[N:79])=[N:76][CH:77]=2)=[CH:61][CH:60]=1>O1CCOCC1.C([O-])(=O)C.[Pd+2].C([O-])(=O)C>[C:6]([C:5]1[CH:8]=[CH:9][C:2]([N:70]2[C:71]3[CH:59]=[CH:60][CH:61]=[C:62]([C:72]4[CH:73]=[CH:74][C:75]([C:78]#[N:79])=[N:76][CH:77]=4)[C:63]=3[C:64]3[C:69]2=[CH:68][CH:67]=[CH:66][CH:65]=3)=[CH:3][C:4]=1[F:10])#[N:7] |f:1.2.3,7.8.9|. The solvent is O1CCOCC1 (dioxane). Reported procedure: 0.267 g of 4-bromo-2-fluorobenzonitrile, 1.1 g of caesium carbonate, 0.06 g of (9,9-dimethyl-9H-xanthene-4,5-diyl)bis(diphenylphosphane) and 0.02 g of palladium acetate are successively added, under argon, to a solution of 0.24 g of 5-(9H-carbazol-4-yl)pyridine-2-carbonitrile in 10 ml of dioxane. The reaction mixture is refluxed for 3 hours, cooled to ambient temperature, filtered through celite and concentrated under reduced pressure. The residue is purified by silica gel chromatography, elutio... The product is C(#N)C1=C(C=C(C=C1)N1C2=CC=CC=C2C=2C(=CC=CC12)C=1C=CC(=NC1)C#N)F (5-[9-(4-cyano-3-fluorophenyl)-9H-carbazol-4-yl]pyridine-2-carbonitrile).